Dataset: the Open Reaction Database (ORD), a public repository of structured organic reaction records. Task: describe an organic reaction: reactants, conditions, products, and yield Reactants: CC(C)n1ncnc1-c1nc2c(s1)CCOc1ccc(Br)cc1-2, Cc1ncccc1B(O)O, CC(=O)[O-], [K+], CN(C)C=O, O, c1ccc(P(c2ccccc2)(c2ccccc2)[Pd](P(c2ccccc2)(c2ccccc2)c2ccccc2)(P(c2ccccc2)(c2ccccc2)c2ccccc2)P(c2ccccc2)(c2ccccc2)c2ccccc2)cc1. Yields the product Cc1ncccc1-c1ccc2c(c1)-c1nc(-c3ncnn3C(C)C)sc1CCO2. Reaction SMILES: [Br:1][c:2]1[cH:3][cH:4][c:5]2[c:6]([cH:23]1)-[c:7]1[n:8][c:9](-[c:15]3[n:16]([CH:20]([CH3:21])[CH3:22])[n:17][cH:18][n:19]3)[s:10][c:11]1[CH2:12][CH2:13][O:14]2.[CH3:24][c:25]1[n:26][cH:27][cH:28][cH:29][c:30]1[B:31]([OH:32])[OH:33].[CH3:35][C:36](=[O:37])[O-:38].[K+:34].[O:39]=[CH:40][N:41]([CH3:42])[CH3:43].[OH2:121].[cH:44]1[cH:45][cH:46][c:47]([P:48]([Pd:49]([P:50]([c:51]2[cH:52][cH:53][cH:54][cH:55][cH:56]2)([c:57]2[cH:58][cH:59][cH:60][cH:61][cH:62]2)[c:63]2[cH:64][cH:65][cH:66][cH:67][cH:68]2)([P:69]([c:70]2[cH:71][cH:72][cH:73][cH:74][cH:75]2)([c:76]2[cH:77][cH:78][cH:79][cH:80][cH:81]2)[c:82]2[cH:83][cH:84][cH:85][cH:86][cH:87]2)[P:88]([c:89]2[cH:90][cH:91][cH:92][cH:93][cH:94]2)([c:95]2[cH:96][cH:97][cH:98][cH:99][cH:100]2)[c:101]2[cH:102][cH:103][cH:104][cH:105][cH:106]2)([c:107]2[cH:108][cH:109][cH:110][cH:111][cH:112]2)[c:113]2[cH:114][cH:115][cH:116][cH:117][cH:118]2)[cH:119][cH:120]1>>[c:2]1(-[c:30]2[c:25]([CH3:24])[n:26][cH:27][cH:28][cH:29]2)[cH:3][cH:4][c:5]2[c:6]([cH:23]1)-[c:7]1[n:8][c:9](-[c:15]3[n:16]([CH:20]([CH3:21])[CH3:22])[n:17][cH:18][n:19]3)[s:10][c:11]1[CH2:12][CH2:13][O:14]2. The reactants are [H-].[Al+3].[Na+].[H-].[H-].[H-] (Sodium aluminium hydride), solution, [Cl-].[Mg+2].[Cl-] (magnesium chloride), [OH-].[Na+] (sodium hydroxide), C(C1=CC=CC=C1)N1CC(C(=CC1)C1=CC=C(C=C1)F)CO ((+)-1-benzyl-3-hydroxymethyl-4-(4-fluorophenyl)-1,2,3,6-tetrahydropyridine). Run in C1CCOC1 (THF), C1CCOC1 (THF), O (water), O (water), C1CCOC1 (THF). Run at temperature 50 celsius. The product is C(C1=CC=CC=C1)N1C[C@H]([C@@H](CC1)C1=CC=C(C=C1)F)CO ((−)-trans-1-benzyl-3-hydroxymethyl-4-(4-fluorophenyl)piperidine). Yield: 81.1%. As a reaction SMILES: [H-].[Al+3].[Na+].[H-].[H-].[H-].[Cl-].[Mg+2].[Cl-].[CH2:10]([N:17]1[CH2:22][CH:21]=[C:20]([C:23]2[CH:28]=[CH:27][C:26]([F:29])=[CH:25][CH:24]=2)[CH:19]([CH2:30][OH:31])[CH2:18]1)[C:11]1[CH:16]=[CH:15][CH:14]=[CH:13][CH:12]=1.[OH-].[Na+]>C1COCC1.O>[CH2:10]([N:17]1[CH2:22][CH2:21][C@@H:20]([C:23]2[CH:24]=[CH:25][C:26]([F:29])=[CH:27][CH:28]=2)[C@H:19]([CH2:30][OH:31])[CH2:18]1)[C:11]1[CH:12]=[CH:13][CH:14]=[CH:15][CH:16]=1 |f:0.1.2.3.4.5,6.7.8,10.11|. Reported procedure: Sodium aluminium hydride in THF (2.0 ml of a 1M solution) was carefully added to substantially anhydrous magnesium chloride (0.19 g, 1.5% H2O) under nitrogen. The mixture was stirred and heated to 50° C. and then a solution of (+)-1-benzyl-3-hydroxymethyl-4-(4-fluorophenyl)-1,2,3,6-tetrahydropyridine (0.60 g) in THF (1.7 ml) was added dropwise over approximately 2 minutes. The reaction mixture was stirred and boiled under reflux for 4 hours. The mixture was cooled to ambient temperature and then... Starting materials: O=C([O-])[O-], CCN(Cc1cc(C(F)(F)F)ccc1B1OC(C)(C)C(C)(C)O1)C(=O)NC, COC(=O)Cc1cc(OS(=O)(=O)C(F)(F)F)cc(C(F)(F)F)c1, [K+], [K+], c1ccc(P(c2ccccc2)(c2ccccc2)[Pd](P(c2ccccc2)(c2ccccc2)c2ccccc2)(P(c2ccccc2)(c2ccccc2)c2ccccc2)P(c2ccccc2)(c2ccccc2)c2ccccc2)cc1. Yields the product CCN(Cc1cc(C(F)(F)F)ccc1-c1cc(CC(=O)OC)cc(C(F)(F)F)c1)C(=O)NC. Reaction SMILES: [C:51](=[O:52])([O-:53])[O-:54].[CH2:24]([CH3:25])[N:26]([C:27](=[O:28])[NH:29][CH3:30])[CH2:31][c:32]1[c:33]([B:42]2[O:43][C:44]([CH3:45])([CH3:46])[C:47]([CH3:48])([CH3:49])[O:50]2)[cH:34][cH:35][c:36]([C:38]([F:39])([F:40])[F:41])[cH:37]1.[CH3:1][O:2][C:3]([CH2:4][c:5]1[cH:6][c:7]([O:15][S:16]([C:17]([F:18])([F:19])[F:20])(=[O:21])=[O:22])[cH:8][c:9]([C:11]([F:12])([F:13])[F:14])[cH:10]1)=[O:23].[K+:55].[K+:56].[cH:57]1[cH:58][cH:59][c:60]([P:61]([Pd:62]([P:63]([c:64]2[cH:65][cH:66][cH:67][cH:68][cH:69]2)([c:70]2[cH:71][cH:72][cH:73][cH:74][cH:75]2)[c:76]2[cH:77][cH:78][cH:79][cH:80][cH:81]2)([P:82]([c:83]2[cH:84][cH:85][cH:86][cH:87][cH:88]2)([c:89]2[cH:90][cH:91][cH:92][cH:93][cH:94]2)[c:95]2[cH:96][cH:97][cH:98][cH:99][cH:100]2)[P:101]([c:102]2[cH:103][cH:104][cH:105][cH:106][cH:107]2)([c:108]2[cH:109][cH:110][cH:111][cH:112][cH:113]2)[c:114]2[cH:115][cH:116][cH:117][cH:118][cH:119]2)([c:120]2[cH:121][cH:122][cH:123][cH:124][cH:125]2)[c:126]2[cH:127][cH:128][cH:129][cH:130][cH:131]2)[cH:132][cH:133]1>>[CH3:1][O:2][C:3]([CH2:4][c:5]1[cH:6][c:7](-[c:33]2[c:32]([CH2:31][N:26]([CH2:24][CH3:25])[C:27](=[O:28])[NH:29][CH3:30])[cH:37][c:36]([C:38]([F:39])([F:40])[F:41])[cH:35][cH:34]2)[cH:8][c:9]([C:11]([F:12])([F:13])[F:14])[cH:10]1)=[O:23].